From a dataset of the Open Reaction Database (ORD), a public repository of structured organic reaction records. describe an organic reaction: reactants, conditions, products, and yield Reactants: Cl (HCl), C(C)(C)(C)OC(=O)N1[C@@H]2C[C@@]2(C[C@H]1C=1NC=C(N1)C=1C=C2C=CC(=CC2=CC1)C1=CC=C(C=C1)C=1N=C(NC1)[C@H]1N([C@@H]2C[C@@]2(C1)C)C(=O)OC(C)(C)C)C (tert-butyl (1R,3S,5R)-3-(4-(4-(6-(2-((1R,3S,5R)-2-(tert-butoxycarbonyl)-5-methyl-2-azabicyclo[3.1.0]hex-3-yl)-1H-imidazol-4-yl)-2-naphthyl)phenyl)-1H-imidazol-2-yl)-5-methyl-2-azabicyclo[3.1.0]hexane-2-carboxylate). Run in O1CCOCC1 (dioxane), CO (MeOH). Conditions: time 2 hour. Yields the product C[C@]12C[C@H](N[C@@H]2C1)C=1NC=C(N1)C1=CC=C(C=C1)C1=CC2=CC=C(C=C2C=C1)C=1N=C(NC1)[C@H]1N[C@@H]2C[C@@]2(C1)C ((1R,3S,5R)-5-Methyl-3-(4-(4-(6-(2-((1R,3S,5R)-5-methyl-2-azabicyclo[3.1.0]hex-3-yl)-1H-imidazol-4-yl)-2-naphthyl)phenyl)-1H-imidazol-2-yl)-2-azabicyclo[3.1.0]hexane). Reaction SMILES: Cl.C(OC([N:9]1[C@H:14]([C:15]2[NH:16][CH:17]=[C:18]([C:20]3[CH:21]=[C:22]4[C:27](=[CH:28][CH:29]=3)[CH:26]=[C:25]([C:30]3[CH:35]=[CH:34][C:33]([C:36]5[N:37]=[C:38]([C@@H:41]6[CH2:46][C@:45]7([CH3:47])[C@@H:43]([CH2:44]7)[N:42]6C(OC(C)(C)C)=O)[NH:39][CH:40]=5)=[CH:32][CH:31]=3)[CH:24]=[CH:23]4)[N:19]=2)[CH2:13][C@:12]2([CH3:55])[C@H:10]1[CH2:11]2)=O)(C)(C)C>O1CCOCC1.CO>[CH3:47][C@:45]12[CH2:44][C@H:43]1[NH:42][C@H:41]([C:38]1[NH:39][CH:40]=[C:36]([C:33]3[CH:34]=[CH:35][C:30]([C:25]4[CH:24]=[CH:23][C:22]5[C:27](=[CH:28][CH:29]=[C:20]([C:18]6[N:19]=[C:15]([C@@H:14]7[CH2:13][C@:12]8([CH3:55])[C@@H:10]([CH2:11]8)[NH:9]7)[NH:16][CH:17]=6)[CH:21]=5)[CH:26]=4)=[CH:31][CH:32]=3)[N:37]=1)[CH2:46]2. Reported procedure: A solution of 4N HCl in dioxane (5 mL) was added to tert-butyl (1R,3S,5R)-3-(4-(4-(6-(2-((1R,3S,5R)-2-(tert-butoxycarbonyl)-5-methyl-2-azabicyclo[3.1.0]hex-3-yl)-1H-imidazol-4-yl)-2-naphthyl)phenyl)-1H-imidazol-2-yl)-5-methyl-2-azabicyclo[3.1.0]hexane-2-carboxylate (48 mg. 0.066 mmol) in MeOH (1 mL) and stirred at ambient conditions for 2 hours, concentrated, and dried under vacuum. Tetra HCl salt (assume theoretical: 44 mg). LC-MS retention time 2.82 min; calcd. for C34H35N6: 527.29 m/z Found 5... Reaction SMILES: [CH2:1]([O:3][C:4](=[O:18])/[C:5](/[O:15][CH2:16][CH3:17])=[CH:6]/[C:7]1[CH:12]=[CH:11][C:10]([OH:13])=[CH:9][C:8]=1[CH3:14])[CH3:2].Cl[CH2:20][C:21]1[N:22]=[C:23]([C:26]2[CH:31]=[CH:30][C:29]([Cl:32])=[CH:28][CH:27]=2)[S:24][CH:25]=1.C(=O)([O-])[O-].[Cs+].[Cs+].[I-].[K+]>>[CH2:1]([O:3][C:4](=[O:18])/[C:5](/[O:15][CH2:16][CH3:17])=[CH:6]/[C:7]1[CH:12]=[CH:11][C:10]([O:13][CH2:20][C:21]2[N:22]=[C:23]([C:26]3[CH:31]=[CH:30][C:29]([Cl:32])=[CH:28][CH:27]=3)[S:24][CH:25]=2)=[CH:9][C:8]=1[CH3:14])[CH3:2] |f:2.3.4,5.6|. Yields the product C(C)OC(/C(=C/C1=C(C=C(C=C1)OCC=1N=C(SC1)C1=CC=C(C=C1)Cl)C)/OCC)=O ((Z)-2-ethoxy-3-{4-[2-(4-chloro-phenyl)-thiazol-4-ylmethoxy]-2-methyl-phenyl}-acrylic acid ethyl ester). Starting materials: ClCC=1N=C(SC1)C1=CC=C(C=C1)Cl (4-chloromethyl-2-(4-chloro-phenyl)-thiazole), C([O-])([O-])=O.[Cs+].[Cs+] (cesium carbonate), [I-].[K+] (potassium iodide), C(C)OC(/C(=C/C1=C(C=C(C=C1)O)C)/OCC)=O ((Z)-2-ethoxy-3-(4-hydroxy-2-methyl-phenyl)-acrylic acid ethyl ester). Procedure: In analogy to the procedure described in example 14 b], (Z)-2-ethoxy-3-(4-hydroxy-2-methyl-phenyl)-acrylic acid ethyl ester was reacted with 4-chloromethyl-2-(4-chloro-phenyl)-thiazole (example 14 a]) in the presence of cesium carbonate and potassium iodide to yield (Z)-2-ethoxy-3-{4-[2-(4-chloro-phenyl)-thiazol-4-ylmethoxy]-2-methyl-phenyl}-acrylic acid ethyl ester as colorless crystals. Reactants: O (water), C(CCCC)(=O)NC1=C(C=C(C(=O)OC)C=C1)[N+](=O)[O-] (methyl 4-valerylamino-3-nitrobenzoate), C(#N)C1=C(C=CC=C1)C1=CC=C(CBr)C=C1 (4-(2-cyanophenyl)benzyl bromide), C(=O)([O-])[O-].[K+].[K+] (K2CO3). Run in CN(C)C=O (DMF). Run at time 4 hour. The product is C(#N)C1=C(C=CC=C1)C1=CC=C(C=C1)CN(C(CCCC)=O)C1=C(C=C(C(=O)OC)C=C1)[N+](=O)[O-] (Methyl 4-[N-(2'-cyanobiphenyl-4-yl)methyl-N-valerylamino]-3-nitrobenzoate). As a reaction SMILES: [C:1]([NH:7][C:8]1[CH:17]=[CH:16][C:11]([C:12]([O:14][CH3:15])=[O:13])=[CH:10][C:9]=1[N+:18]([O-:20])=[O:19])(=[O:6])[CH2:2][CH2:3][CH2:4][CH3:5].[C:21]([C:23]1[CH:28]=[CH:27][CH:26]=[CH:25][C:24]=1[C:29]1[CH:36]=[CH:35][C:32]([CH2:33]Br)=[CH:31][CH:30]=1)#[N:22].C([O-])([O-])=O.[K+].[K+].O>CN(C=O)C>[C:21]([C:23]1[CH:28]=[CH:27][CH:26]=[CH:25][C:24]=1[C:29]1[CH:30]=[CH:31][C:32]([CH2:33][N:7]([C:8]2[CH:17]=[CH:16][C:11]([C:12]([O:14][CH3:15])=[O:13])=[CH:10][C:9]=2[N+:18]([O-:20])=[O:19])[C:1](=[O:6])[CH2:2][CH2:3][CH2:4][CH3:5])=[CH:35][CH:36]=1)#[N:22] |f:2.3.4|. Procedure details: A mixture of methyl 4-valerylamino-3-nitrobenzoate (2.1 g), 4-(2-cyanophenyl)benzyl bromide (2.0 g) and K2CO3 (1.1 g) in DMF (20 ml) was stirred for 4 hours at room temperature. To the reaction mixture was added water, the mixture was extracted with ethyl acetate, and the organic layer was washed with water. The resultant solution was dried and concentrated to give a syrup, which was purified by column chromatography on silica gel to afford a yellow syrup (3.5 g, quantitatively). Starting materials: [Na] (sodium), C(C)O (ethanol), NC1=NC(=CC(=[N+]1[O-])N)Cl (2,4-diamino-6-chloropyrimidine 3-oxide). Conditions: temperature 120 celsius. The product is NC1=NC(=CC(=[N+]1[O-])N)OCC (2,4-Diamino-6-ethyloxypyrimidine 3-oxide). RXN SMILES: [Na].[NH2:2][C:3]1[N+:8]([O-:9])=[C:7]([NH2:10])[CH:6]=[C:5](Cl)[N:4]=1.[CH2:12]([OH:14])[CH3:13]>>[NH2:2][C:3]1[N+:8]([O-:9])=[C:7]([NH2:10])[CH:6]=[C:5]([O:14][CH2:12][CH3:13])[N:4]=1 |^1:0|. Procedure details: 1.8 g of sodium are dissolved in 100 ml of ethanol. 10 g of 2,4-diamino-6-chloropyrimidine 3-oxide are added. The reaction mixture is refluxed until the starting material has disappeared and is heated to 120° C. in an autoclave for 7 hours. It is returned to ambient temperature and the insoluble material is filtered off and washed with ethanol.